describe an organic reaction: reactants, conditions, products, and yield From a dataset of the Open Reaction Database (ORD), a public repository of structured organic reaction records. The reactants are C(C)(C)(C)OC(=O)N1CCC(CC1)OC1=C2C(=NC=3C=CC=CC13)O[C@@H]1C[C@H](N(C([C@@H](NC(O[C@H]3[C@H](CCCCC2)C3)=O)C(C)(C)C)=O)C1)C(=O)OC (methyl (1aR,5S,8S,10R,22aR)-17-{[1-(tert-butoxycarbonyl)piperidin-4-yl]oxy}-5-tert-butyl-3,6-dioxo-1,1a,3,4,5,6,9,10,18,19,20,21,22,22a-tetradecahydro-8H-7,10-methanocyclopropa[18,19][1,10,3,6]dioxadiazacyclononadecino[11,12-b]quinoline-8-carboxylate), FC(C(=O)O)(F)F (trifluoroacetic acid). Run in ClCCl (dichloromethane). Conditions: time 1 hour. Product: FC(C(=O)O)(F)F.C(C)(C)(C)[C@@H]1NC(O[C@H]2[C@H](CCCCCC=3C(=NC=4C=CC=CC4C3OC3CCNCC3)O[C@@H]3C[C@H](N(C1=O)C3)C(=O)OC)C2)=O (methyl (1aR,5S,8S,10R,22aR)-5-tert-butyl-3,6-dioxo-17-(piperidin-4-yloxy)-1,1a,3,4,5,6,9,10,18,19,20,21,22,22a-tetradecahydro-8H-7,10-methanocyclopropa[18,19][1,10,3,6]dioxadiazacyclononadecino[11,12-b]quinoline-8-carboxylate trifluoroacetate). Reaction SMILES: C(OC([N:8]1[CH2:13][CH2:12][CH:11]([O:14][C:15]2[C:24]3[CH:23]=[CH:22][CH:21]=[CH:20][C:19]=3[N:18]=[C:17]3[O:25][C@H:26]4[CH2:49][N:29]([C:30](=[O:48])[C@H:31]([C:44]([CH3:47])([CH3:46])[CH3:45])[NH:32][C:33](=[O:43])[O:34][C@@H:35]5[CH2:42][C@H:36]5[CH2:37][CH2:38][CH2:39][CH2:40][CH2:41][C:16]=23)[C@H:28]([C:50]([O:52][CH3:53])=[O:51])[CH2:27]4)[CH2:10][CH2:9]1)=O)(C)(C)C.[F:54][C:55]([F:60])([F:59])[C:56]([OH:58])=[O:57]>ClCCl>[F:54][C:55]([F:60])([F:59])[C:56]([OH:58])=[O:57].[C:44]([C@H:31]1[C:30](=[O:48])[N:29]2[CH2:49][C@@H:26]([CH2:27][C@H:28]2[C:50]([O:52][CH3:53])=[O:51])[O:25][C:17]2=[N:18][C:19]3[CH:20]=[CH:21][CH:22]=[CH:23][C:24]=3[C:15]([O:14][CH:11]3[CH2:12][CH2:13][NH:8][CH2:9][CH2:10]3)=[C:16]2[CH2:41][CH2:40][CH2:39][CH2:38][CH2:37][C@@H:36]2[CH2:42][C@H:35]2[O:34][C:33](=[O:43])[NH:32]1)([CH3:47])([CH3:45])[CH3:46] |f:3.4|. Procedure: To a solution of the product from step 1 in dichloromethane (2 mL) was added trifluoroacetic acid (2 mL). The resulting solution was stirred for 1 hour at room temperature until disappearance of the starting material. The solvent was removed in vacuo. Purification of the residue by flash chromatography (ISCO reverse phase, 5 to 95% acetonitrile in water (0.5% TFA buffer)) gave the desired product (170 mg). LRMS (ES+) m/z 637.5 (M+H)+. Reactants: N (ammonia), FC1=NC(=CC=C1C(=O)OCC1=CC=CC=C1)F (benzyl 2,6-difluoropyridine-3-carboxylate). Solvent: C(=O)N (formamide). Conditions: time 2 hour. Product: NC1=CC=C(C(=N1)F)C(=O)OCC1=CC=CC=C1 (benzyl 6-amino-2-fluoropyridine-3-carboxylate). The yield is 27.9%. Reaction SMILES: [NH3:1].[F:2][C:3]1[C:8]([C:9]([O:11][CH2:12][C:13]2[CH:18]=[CH:17][CH:16]=[CH:15][CH:14]=2)=[O:10])=[CH:7][CH:6]=[C:5](F)[N:4]=1>C(N)=O>[NH2:1][C:5]1[N:4]=[C:3]([F:2])[C:8]([C:9]([O:11][CH2:12][C:13]2[CH:18]=[CH:17][CH:16]=[CH:15][CH:14]=2)=[O:10])=[CH:7][CH:6]=1. Procedure details: To a stirred solution of ammonia (15 g) in formamide (250 ml) was added all at once benzyl 2,6-difluoropyridine-3-carboxylate (20 g, 0.08 mole). The mixture slowly became homogeneous, then a solid began to separate. After two hours, the mixture was poured into water (1000 ml) and the solid filtered. The solid was washed with several portions of water then air dried. Continuous extraction for one hour via a Soxhlet extraction apparatus using hexane as the solvent gave, after concentrating to 250 ... The reactants are BrC1=CC(=C(C=C1)CC#N)Cl ((4-Bromo-2-chloro-phenyl)-acetonitrile), CO (MeOH), O (water), Cl (HCl). Conditions: temperature 0 celsius. The product is COC(CC1=C(C=C(C=C1)Br)Cl)=O ((4-bromo-2-chloro-phenyl)-acetic acid methyl ester). Yield: 80.0%. RXN SMILES: [Br:1][C:2]1[CH:7]=[CH:6][C:5]([CH2:8][C:9]#N)=[C:4]([Cl:11])[CH:3]=1.[CH3:12][OH:13].Cl.[OH2:15]>>[CH3:12][O:13][C:9](=[O:15])[CH2:8][C:5]1[CH:6]=[CH:7][C:2]([Br:1])=[CH:3][C:4]=1[Cl:11]. Procedure details: (4-Bromo-2-chloro-phenyl)-acetonitrile (1.98 g, 8.6 mmoles) was dissolved into MeOH (50 mL) and water (5 mL), and the resulting homogeneous mixture was chilled to 0° C. To this stirring (cold) mixture was slowly (carefully) added concentrated HCl (25 mL). After the addition was complete the mixture was refluxed for 16 hours. After this period the reaction mixture was combined with ice and the resulting heterogeneous mixture was extracted with diethyl ether (3×50 mL). The combined ethereal layer ... Reaction SMILES: [CH3:41][CH2:42][OH:43].[CH3:44][OH:45].[ClH:1].[OH:2][C:3]([CH:4]1[CH2:5][CH2:6][N:7]([CH2:10][CH2:11][CH2:12][C:13](=[O:14])[c:15]2[cH:16][cH:17][c:18]([C:21]([C:22](=[O:23])[O:24][CH2:25][CH3:26])([CH3:27])[CH3:28])[cH:19][cH:20]2)[CH2:8][CH2:9]1)([c:29]1[cH:30][cH:31][cH:32][cH:33][cH:34]1)[c:35]1[cH:36][cH:37][cH:38][cH:39][cH:40]1.[Pt:46]=[O:47]>>[OH:2][C:3]([CH:4]1[CH2:5][CH2:6][N:7]([CH2:10][CH2:11][CH2:12][CH:13]([OH:14])[c:15]2[cH:16][cH:17][c:18]([C:21]([C:22](=[O:23])[O:24][CH2:25][CH3:26])([CH3:27])[CH3:28])[cH:19][cH:20]2)[CH2:8][CH2:9]1)([c:29]1[cH:30][cH:31][cH:32][cH:33][cH:34]1)[c:35]1[cH:36][cH:37][cH:38][cH:39][cH:40]1. The product is CCOC(=O)C(C)(C)c1ccc(C(O)CCCN2CCC(C(O)(c3ccccc3)c3ccccc3)CC2)cc1. The reactants are CCO, CO, Cl, CCOC(=O)C(C)(C)c1ccc(C(=O)CCCN2CCC(C(O)(c3ccccc3)c3ccccc3)CC2)cc1, O=[Pt]. The reactants are NC=1C=C(C=CC1)O (m-amino-phenol), C1CCOS1(=O)=O (propanesultone). The solvent is C(C)O (ethanol). Product: S(=O)(=O)(O)CCCNC=1C=C(C=CC1)O (3-(γ-sulfopropylamino)-phenol). Reaction SMILES: [NH2:1][C:2]1[CH:3]=[C:4]([OH:8])[CH:5]=[CH:6][CH:7]=1.[CH2:9]1[S:13](=[O:15])(=[O:14])[O:12][CH2:11][CH2:10]1>C(O)C>[S:13]([CH2:9][CH2:10][CH2:11][NH:1][C:2]1[CH:3]=[C:4]([OH:8])[CH:5]=[CH:6][CH:7]=1)([OH:15])(=[O:14])=[O:12]. Procedure: In 3 liters of ethanol were dissolved 330 g of m-amino-phenol and the resulting solution was boiled under reflux and to this solution were added 360 g of propanesultone all together. Continuation of the reflux yielded gradually white powdery crystal. After refluxing for 5 hours, the reaction solution was cooled with ice and the yielded white powdery crystal was collected by filtration and washed several times with ethanol. The yield was 146 g and the melting point was above 250° C. Solvent: O (water), CO (methanol). Reported procedure: To a stirred solution of (S)-ethyl 2-(2-(acetoxymethyl)-5-(4-chlorophenyl)-7-methylquinolin-6-yl)-2-tert-butoxyacetate (0.095 mmol) in methanol (2 mL) was added 2 M K2CO3 (0.5 mL, excess) at room temperature. The mixture was stirred at room temperature for 1 hour, diluted with water. The mixture was extracted with ethyl acetate. The organic layer was washed with brine, dried and concentrated in vacuo. The obtained residue was purified by flash chromatography to provide the desired product (26 mg... Reaction conditions: time 1 hour. Reaction SMILES: C([O:4][CH2:5][C:6]1[CH:15]=[CH:14][C:13]2[C:8](=[CH:9][C:10]([CH3:34])=[C:11]([C@H:23]([O:29][C:30]([CH3:33])([CH3:32])[CH3:31])[C:24]([O:26][CH2:27][CH3:28])=[O:25])[C:12]=2[C:16]2[CH:21]=[CH:20][C:19]([Cl:22])=[CH:18][CH:17]=2)[N:7]=1)(=O)C.C([O-])([O-])=O.[K+].[K+]>CO.O>[C:30]([O:29][C@@H:23]([C:11]1[C:12]([C:16]2[CH:21]=[CH:20][C:19]([Cl:22])=[CH:18][CH:17]=2)=[C:13]2[C:8](=[CH:9][C:10]=1[CH3:34])[N:7]=[C:6]([CH2:5][OH:4])[CH:15]=[CH:14]2)[C:24]([O:26][CH2:27][CH3:28])=[O:25])([CH3:31])([CH3:32])[CH3:33] |f:1.2.3|. Yield: 61.9%. Product: C(C)(C)(C)O[C@H](C(=O)OCC)C=1C(=C2C=CC(=NC2=CC1C)CO)C1=CC=C(C=C1)Cl ((S)-ethyl 2-tert-butoxy-2-(5-(4-chlorophenyl)-2-(hydroxymethyl)-7-methylquinolin-6-yl)acetate). Reactants: C(C)(=O)OCC1=NC2=CC(=C(C(=C2C=C1)C1=CC=C(C=C1)Cl)[C@@H](C(=O)OCC)OC(C)(C)C)C ((S)-ethyl 2-(2-(acetoxymethyl)-5-(4-chlorophenyl)-7-methylquinolin-6-yl)-2-tert-butoxyacetate), C(=O)([O-])[O-].[K+].[K+] (K2CO3). The reactants are CCOC(C)=O, C=CCC1C(NC=O)C(=O)N1C(C(=O)OC)=C(C)C, ClCCl, O=P(Cl)(Cl)Cl, Cc1cccc(C)n1. Product: [C-]#[N+]C1C(=O)N(C(C(=O)OC)=C(C)C)C1CC=C. As a reaction SMILES: [CH3:33][CH2:34][O:35][C:36](=[O:37])[CH3:38].[CH:14](=[O:15])[NH:16][CH:17]1[C:18](=[O:32])[N:19]([C:24]([C:25](=[O:26])[O:27][CH3:28])=[C:29]([CH3:30])[CH3:31])[CH:20]1[CH2:21][CH:22]=[CH2:23].[Cl:39][CH2:40][Cl:41].[P:9]([Cl:10])([Cl:11])([Cl:12])=[O:13].[n:1]1[c:2]([CH3:3])[cH:4][cH:5][cH:6][c:7]1[CH3:8]>>[C-:14]#[N+:16][CH:17]1[C:18](=[O:32])[N:19]([C:24]([C:25](=[O:26])[O:27][CH3:28])=[C:29]([CH3:30])[CH3:31])[CH:20]1[CH2:21][CH:22]=[CH2:23]. Starting materials: CN(C)C=O, C[S-], COc1ccc([N+](=O)[O-])cc1CBr, [Na+]. Yields the product COc1ccc([N+](=O)[O-])cc1CSC. As a reaction SMILES: [CH3:17][N:18]([CH3:19])[CH:20]=[O:21].[CH3:1][S-:2].[CH3:4][O:5][c:6]1[c:7]([CH2:8][Br:9])[cH:10][c:11]([N+:14](=[O:15])[O-:16])[cH:12][cH:13]1.[Na+:3]>>[CH3:1][S:2][CH2:8][c:7]1[c:6]([O:5][CH3:4])[cH:13][cH:12][c:11]([N+:14](=[O:15])[O-:16])[cH:10]1.